This data is from the Open Reaction Database (ORD), a public repository of structured organic reaction records. The task is: describe an organic reaction: reactants, conditions, products, and yield The reactants are CC(C)(C)OC(=O)N1CCC(C(=O)O)(c2cccnc2)CC1, N. The product is CC(C)(C)OC(=O)N1CCC(C(N)=O)(c2cccnc2)CC1. Reaction SMILES: [C:1]([CH3:2])([CH3:3])([CH3:4])[O:5][C:6](=[O:7])[N:8]1[CH2:9][CH2:10][C:11]([C:14](=[O:15])[OH:16])([c:17]2[cH:18][n:19][cH:20][cH:21][cH:22]2)[CH2:12][CH2:13]1.[NH3:23]>>[C:1]([CH3:2])([CH3:3])([CH3:4])[O:5][C:6](=[O:7])[N:8]1[CH2:9][CH2:10][C:11]([C:14](=[O:15])[NH2:23])([c:17]2[cH:18][n:19][cH:20][cH:21][cH:22]2)[CH2:12][CH2:13]1. The reactants are NC1=NC=NC(=C1C#N)Cl (4-amino-6-chloropyrimidine-5-carbonitrile), FC=1C=C2C(=C(C(=NC2=CC1)C(C)N)C1=NC=CC=C1)C1=NC(=NO1)C (1-(6-fluoro-4-(3-methyl-1,2,4-oxadiazol-5-yl)-3-(pyridin-2-yl)quinolin-2-yl)-ethanamine), CCN(C(C)C)C(C)C (n,n-diisopropylethylamine). The solvent is C(CCC)O (1-butanol), C(Cl)Cl.CCCCCC (DCM hexane). Run at temperature 120 celsius, time 14.5 hour. The product is NC1=NC=NC(=C1C#N)NC(C)C1=NC2=CC=C(C=C2C(=C1C1=NC=CC=C1)C1=NC(=NO1)C)F (4-amino-6-((1-(6-fluoro-4-(3-methyl-1,2,4-oxadiazol-5-yl)-3-(2-pyridinyl)-2-quinolinyl)ethyl)amino)-5-pyrimidinecarbonitrile). RXN SMILES: [NH2:1][C:2]1[C:7]([C:8]#[N:9])=[C:6](Cl)[N:5]=[CH:4][N:3]=1.[F:11][C:12]1[CH:13]=[C:14]2[C:19](=[CH:20][CH:21]=1)[N:18]=[C:17]([CH:22]([NH2:24])[CH3:23])[C:16]([C:25]1[CH:30]=[CH:29][CH:28]=[CH:27][N:26]=1)=[C:15]2[C:31]1[O:35][N:34]=[C:33]([CH3:36])[N:32]=1.CCN(C(C)C)C(C)C>C(O)CCC.C(Cl)Cl.CCCCCC>[NH2:1][C:2]1[C:7]([C:8]#[N:9])=[C:6]([NH:24][CH:22]([C:17]2[C:16]([C:25]3[CH:30]=[CH:29][CH:28]=[CH:27][N:26]=3)=[C:15]([C:31]3[O:35][N:34]=[C:33]([CH3:36])[N:32]=3)[C:14]3[C:19](=[CH:20][CH:21]=[C:12]([F:11])[CH:13]=3)[N:18]=2)[CH3:23])[N:5]=[CH:4][N:3]=1 |f:4.5|. Procedure: A mixture of 4-amino-6-chloropyrimidine-5-carbonitrile (0.068 g, 0.440 mmol), 1-(6-fluoro-4-(3-methyl-1,2,4-oxadiazol-5-yl)-3-(pyridin-2-yl)quinolin-2-yl)-ethanamine (0.1536 g, 0.440 mmol), and n,n-diisopropylethylamine (0.383 mL, 2.198 mmol) in 1-butanol (4.40 mL) was stirred at 120° C. After 14.5 h, the mixture was removed from the heat and to the cooled mixture was added water (50 mL) and DCM (50 mL). The organic layer was dried over Na2SO4, filtered, and concentrated in vacuo to give the cru... The reactants are FC1=C(CN2C=C(C=3C2=CN=C(C3)C(=O)O)COCC)C=CC(=C1)F (1-(2,4-difluoro-benzyl)-3-ethoxymethyl-1H-pyrrolo[2,3-c]pyridine-5-carboxylic acid), Cl.CON (O-methyl hydroxylamine hydrochloride). Yields the product FC1=C(CN2C=C(C=3C2=CN=C(C3)C(=O)NOC)COCC)C=CC(=C1)F (1-(2,4-Difluorobenzyl)-3-ethoxymethyl-N-methoxy-1H-pyrrolo[2,3-c]pyridine-5-carboxamide). Reaction SMILES: [F:1][C:2]1[CH:24]=[C:23]([F:25])[CH:22]=[CH:21][C:3]=1[CH2:4][N:5]1[C:9]2=[CH:10][N:11]=[C:12]([C:14]([OH:16])=O)[CH:13]=[C:8]2[C:7]([CH2:17][O:18][CH2:19][CH3:20])=[CH:6]1.Cl.[CH3:27][O:28][NH2:29]>>[F:1][C:2]1[CH:24]=[C:23]([F:25])[CH:22]=[CH:21][C:3]=1[CH2:4][N:5]1[C:9]2=[CH:10][N:11]=[C:12]([C:14]([NH:29][O:28][CH3:27])=[O:16])[CH:13]=[C:8]2[C:7]([CH2:17][O:18][CH2:19][CH3:20])=[CH:6]1 |f:1.2|. Procedure: The title compound was prepared by coupling of 1-(2,4-difluoro-benzyl)-3-ethoxymethyl-1H-pyrrolo[2,3-c]pyridine-5-carboxylic acid and O-methyl hydroxylamine hydrochloride in a manner similar to step (c) of example 1. 1H NMR (CD3OD) δ; 8.75 (s, 1H), 8.37 (s, 1H), 7.61 (s, 1H), 7.21–7.28 (m, 1H), 6.88–7.00 (m, 2H), 5.54 (s, 2H), 4.70 (s, 2H), 3.82 (s, 3H), 3.59 (q, 2H, J=7.0 Hz), 1.20 (t, 3H, J=7.0 Hz). LCMS (APCI, M+H+): 376.1. HRMS calcd for C19H20F2N3O3 (M+H) 376.1473. found 376.1485. HPLC: 99....